Dataset: the Open Reaction Database (ORD), a public repository of structured organic reaction records. Task: describe an organic reaction: reactants, conditions, products, and yield Starting materials: BrC1=C(C=CC=C1)CC(=O)O (2-bromophenylacetic acid), NC1=CC=CC=C1 (aniline), C([O-])([O-])=O.[K+].[K+] (potassium carbonate). The reagents and catalysts are [Cu] (copper). The solvent is CN1C(CCC1)=O (N-methylpyrrolidone). Reaction conditions: time 4 hour. Product: C1(=CC=CC=C1)NC1=C(C=CC=C1)CC(=O)O (2-[(phenyl)amino]phenylacetic acid). RXN SMILES: Br[C:2]1[CH:7]=[CH:6][CH:5]=[CH:4][C:3]=1[CH2:8][C:9]([OH:11])=[O:10].[NH2:12][C:13]1[CH:18]=[CH:17][CH:16]=[CH:15][CH:14]=1.C(=O)([O-])[O-].[K+].[K+]>[Cu].CN1CCCC1=O>[C:13]1([NH:12][C:2]2[CH:7]=[CH:6][CH:5]=[CH:4][C:3]=2[CH2:8][C:9]([OH:11])=[O:10])[CH:18]=[CH:17][CH:16]=[CH:15][CH:14]=1 |f:2.3.4|. Procedure details: 2-bromophenylacetic acid (25 mmol) was added to a mixture of 50 mmol of aniline, 50 mmol of anhydrous potassium carbonate, (7%) mmol of activated copper powder, and 3 ml of N-methylpyrrolidone at 120° C. The mixture was kept at 120° C. for 4 h with stirring. The resulting slightly grayish mixture was filtered while hot through a bed of Celite and the Celite was washed with water (200 ml) and hexane (200 ml). The filtrate was transferred to a separating funnel and extracted with hexane and cooled... Conditions: time 2 hour. RXN SMILES: [NH4+].[OH-].C([S:11][CH:12]1[C:16]([CH3:18])([CH3:17])[CH2:15][CH2:14][CH:13]1[C:19]([N:21]1[CH2:28][CH2:27][CH2:26][C@H:22]1[C:23]([OH:25])=[O:24])=[O:20])(=O)C1C=CC=CC=1>O>[SH:11][CH:12]1[C:16]([CH3:17])([CH3:18])[CH2:15][CH2:14][CH:13]1[C:19]([N:21]1[CH2:28][CH2:27][CH2:26][C@H:22]1[C:23]([OH:25])=[O:24])=[O:20] |f:0.1|. Reactants: [NH4+].[OH-] (NH4OH), C(C1=CC=CC=C1)(=O)SC1C(CCC1(C)C)C(=O)N1[C@H](C(=O)O)CCC1 (1-[(2-benzoylthio-3,3-dimethylcyclopentyl)carbonyl]-L-proline), (NH4)2SO4. Reported procedure: Water (27 ml) and 32% NH4OH (18 ml) are added to the trans diastereoisomer of 1-[(2-benzoylthio-3,3-dimethylcyclopentyl)carbonyl]-L-proline (5.25 g) characterized by m.p. 153° C. kept under Argon atmosphere. The reaction mixture is stirred at room temperature for 21/2 hours then an aqueous solution saturated with (NH4)2SO4 (45 ml) is added and the mixture is stirred at 0°-5° C. Product: SC1C(CCC1(C)C)C(=O)N1[C@H](C(=O)O)CCC1 (1-[(2-mercapto-3,3-dimethyl-cyclopentyl)carbonyl]-L-proline). Solvent: O (Water). The reactants are CCCCO, Cc1ccccc1N, Cc1nc2c(C)cccc2c(Cl)c1CCCl, Cl. Product: Cc1ccccc1N1CCc2c(C)nc3c(C)cccc3c21. Reaction SMILES: [CH2:26]([OH:27])[CH2:28][CH2:29][CH3:30].[CH3:18][c:19]1[c:20]([NH2:21])[cH:22][cH:23][cH:24][cH:25]1.[CH3:1][c:2]1[n:3][c:4]2[c:5]([CH3:16])[cH:6][cH:7][cH:8][c:9]2[c:10]([Cl:15])[c:11]1[CH2:12][CH2:13][Cl:14].[ClH:17]>>[CH3:1][c:2]1[n:3][c:4]2[c:5]([CH3:16])[cH:6][cH:7][cH:8][c:9]2[c:10]2[c:11]1[CH2:12][CH2:13][N:21]2[c:20]1[c:19]([CH3:18])[cH:25][cH:24][cH:23][cH:22]1. Reactants: OCC1=NOC(=C1)C1=CC=CC=C1 (3-Hydroxymethyl-5-phenylisoxazole), C1(=CC=CC=C1)P(C1=CC=CC=C1)C1=CC=CC=C1 (triphenylphosphine), C(Cl)(Cl)(Cl)Cl (carbon tetrachloride). Yields the product ClCC1=NOC(=C1)C1=CC=CC=C1 (3-Chloromethyl-5-phenylisoxazole). The yield is 58.0%. As a reaction SMILES: O[CH2:2][C:3]1[CH:7]=[C:6]([C:8]2[CH:13]=[CH:12][CH:11]=[CH:10][CH:9]=2)[O:5][N:4]=1.C1(P(C2C=CC=CC=2)C2C=CC=CC=2)C=CC=CC=1.C(Cl)(Cl)(Cl)[Cl:34]>>[Cl:34][CH2:2][C:3]1[CH:7]=[C:6]([C:8]2[CH:13]=[CH:12][CH:11]=[CH:10][CH:9]=2)[O:5][N:4]=1. Reported procedure: 3-Hydroxymethyl-5-phenylisoxazole (2.10 g, 12 mmol) was refluxed with triphenylphosphine (3.14 g, 12 mmol) in carbon tetrachloride (40 ml) overnight. After cooling the solvent was removed under reduced pressure and the residue taken up in ether, the solution filtered and concentrated to give an oil. This material was filtered through a plug of silicagel (5 g, ether-hexane 1:1) to remove triphenylphosphine oxide then crystallised to give the title compound (1.33 g, 6.9 mmol, 58%); m.p. 48°-9° C.;... The reactants are S(O)(O)(=O)=O (sulfuric acid), N(N)C(=N)SC (methyl hydrazinecarbimidothioate), ClC=1C=C(C=C(C1)Cl)C(C(=O)O)=O ((3,5-Dichlorophenyl)(oxo)acetic acid). Solvent: C(C)O (ethanol). Conditions: temperature 78 celsius, time 1 hour. Yields the product ClC=1C=C(C=C(C1)Cl)C1=C(N=C(N=N1)SC)O (6-(3,5-dichlorophenyl)-3-(methylthio)-1,2,4-triazin-5-ol). Isolated yield 51.1%. Reaction SMILES: [Cl:1][C:2]1[CH:3]=[C:4]([C:9](=O)[C:10]([OH:12])=O)[CH:5]=[C:6]([Cl:8])[CH:7]=1.S(=O)(=O)(O)O.[NH:19]([C:21]([S:23][CH3:24])=[NH:22])[NH2:20]>C(O)C>[Cl:1][C:2]1[CH:3]=[C:4]([C:9]2[N:20]=[N:19][C:21]([S:23][CH3:24])=[N:22][C:10]=2[OH:12])[CH:5]=[C:6]([Cl:8])[CH:7]=1. Reported procedure: (3,5-Dichlorophenyl)(oxo)acetic acid (28.0 g 129.0 mmol) was dissolved in ethanol (280 mL) and treated successively with a catalytic quantity of sulfuric acid and methyl hydrazinecarbimidothioate (20.5 g, 193.5 mmol). The resulting mixture was stirred for 1 hr at 78° C. After completion of the reaction (TLC), the mixture was concentrated in vacuo, poured into water (150 mL), and extracted with DCM (3×250 ml). The combined organic extracts were then dried over Na2SO4, concentrated in vacuo, and p...